This data is from the Open Reaction Database (ORD), a public repository of structured organic reaction records. The task is: describe an organic reaction: reactants, conditions, products, and yield The reactants are N1C=C(C2=CC=CC=C12)CC(=O)O (Indole-3-acetic acid), CO (methanol), S(O)(O)(=O)=O (sulfuric acid). The product is N1C=C(C2=CC=CC=C12)CC(=O)OC (Indole-3-acetic Acid, Methyl Ester). As a reaction SMILES: [NH:1]1[C:9]2[C:4](=[CH:5][CH:6]=[CH:7][CH:8]=2)[C:3]([CH2:10][C:11]([OH:13])=[O:12])=[CH:2]1.S(=O)(=O)(O)O.[CH3:19]O>>[NH:1]1[C:9]2[C:4](=[CH:5][CH:6]=[CH:7][CH:8]=2)[C:3]([CH2:10][C:11]([O:13][CH3:19])=[O:12])=[CH:2]1. Procedure details: Indole-3-acetic acid (25 g, 143 mmol) was dissolved in 500 mL of methanol and 5 mL of concentrated sulfuric acid was added. The resulting solution was heated under reflux overnight. TLC analysis indicated the absence of starting material and the reaction mixture was concentrated in vacuo. The residue was dissolved in 300 mL of ethyl ether, washed with 5% aqueous sodium bicarbonate (2×150 mL), dried over magnesium sulfate, filtered and concentrated to 24.09 g (89.1%) of the ester as a burgandy co... The product is Clc1ccc(-c2ccc(CNC3CCCc4ccccc43)cc2)cc1. RXN SMILES: [CH:16]1([NH2:26])[CH2:17][CH2:18][CH2:19][c:20]2[cH:21][cH:22][cH:23][cH:24][c:25]21.[Cl:1][c:2]1[cH:3][cH:4][c:5](-[c:8]2[cH:9][cH:10][c:11]([CH:14]=[O:15])[cH:12][cH:13]2)[cH:6][cH:7]1>>[Cl:1][c:2]1[cH:3][cH:4][c:5](-[c:8]2[cH:9][cH:10][c:11]([CH2:14][NH:26][CH:16]3[CH2:17][CH2:18][CH2:19][c:20]4[cH:21][cH:22][cH:23][cH:24][c:25]43)[cH:12][cH:13]2)[cH:6][cH:7]1. Starting materials: NC1CCCc2ccccc21, O=Cc1ccc(-c2ccc(Cl)cc2)cc1. The reactants are CCO, NO, O=C1CC2CCC(C1)N2CCN1CCOCC1. Yields the product ON=C1CC2CCC(C1)N2CCN1CCOCC1. RXN SMILES: [CH3:20][CH2:21][OH:22].[NH2:1][OH:2].[O:3]1[CH2:4][CH2:5][N:6]([CH2:9][CH2:10][N:11]2[CH:12]3[CH2:13][C:14](=[O:19])[CH2:15][CH:16]2[CH2:17][CH2:18]3)[CH2:7][CH2:8]1>>[N:1]([OH:2])=[C:14]1[CH2:13][CH:12]2[N:11]([CH2:10][CH2:9][N:6]3[CH2:5][CH2:4][O:3][CH2:8][CH2:7]3)[CH:16]([CH2:15]1)[CH2:17][CH2:18]2. Reactants: BrC1=CC=CC=2C3=C(NC12)C1CCN(C3)CC1 (7-bromo-3,4,5,6-tetrahydro-1H-2,5-ethanoazepino[4,3-b]indole), C(#C)C=1C=NC=CC1 (3-ethynylpyridine). Yields the product N1=CC(=CC=C1)C#CC1=CC=CC=2C3=C(NC12)C1CCN(C3)CC1 (7-(pyridin-3-ylethynyl)-3,4,5,6-tetrahydro-1H-2,5-ethanoazepino[4,3-b]indole), bis trifluoroacetate. RXN SMILES: Br[C:2]1[C:10]2[NH:9][C:8]3[CH:11]4[CH2:17][CH2:16][N:14]([CH2:15][C:7]=3[C:6]=2[CH:5]=[CH:4][CH:3]=1)[CH2:13][CH2:12]4.[C:18]([C:20]1[CH:21]=[N:22][CH:23]=[CH:24][CH:25]=1)#[CH:19]>>[N:22]1[CH:23]=[CH:24][CH:25]=[C:20]([C:18]#[C:19][C:2]2[C:10]3[NH:9][C:8]4[CH:11]5[CH2:17][CH2:16][N:14]([CH2:15][C:7]=4[C:6]=3[CH:5]=[CH:4][CH:3]=2)[CH2:13][CH2:12]5)[CH:21]=1. Procedure: The product of Example 1B (130 mg, 0.45 mmol) and 3-ethynylpyridine (74 mg, 0.72 mmol; Aldrich) were processed according to the method described in Example 3 and purified by reverse-phase HPLC (Waters XBridge™ C18 5 μm OBD 30×100 mm column, flow rate 40 mL/minute, 5-95% gradient of acetonitrile in 0.1% trifluoroacetic acid over 15 minutes) to afford the title compound as the bis trifluoroacetate: 1H NMR (500 MHz, methanol-d4) δ ppm 2.26-2.35 (m, 2 H), 2.36-2.45 (m, 2 H), 3.44-3.48 (m, 1 H), 3.48... Reactants: CC=1C=NC(=C(C1OC)C)C[S+](C=2NC=3C=CC(=CC3N2)OC)[O-] (esomeprazole), [OH-].[Na+] (NaOH), C(C)(=O)OCC (ethyl acetate), C(C)O (Ethanol). The solvent is O (water). Reaction conditions: temperature 25 celsius. Product: CC=1C=NC(=C(C1OC)C)C[S+](C=2[N-]C=3C=CC(=CC3N2)OC)[O-].[Na+] (esomeprazole sodium). RXN SMILES: [CH3:1][C:2]1[CH:3]=[N:4][C:5]([CH2:11][S+:12]([O-:24])[C:13]2[NH:14][C:15]3[CH:16]=[CH:17][C:18]([O:22][CH3:23])=[CH:19][C:20]=3[N:21]=2)=[C:6]([CH3:10])[C:7]=1[O:8][CH3:9].C(O)C.C(OCC)(=O)C.[OH-].[Na+:35]>O>[CH3:1][C:2]1[CH:3]=[N:4][C:5]([CH2:11][S+:12]([O-:24])[C:13]2[N-:14][C:15]3[CH:16]=[CH:17][C:18]([O:22][CH3:23])=[CH:19][C:20]=3[N:21]=2)=[C:6]([CH3:10])[C:7]=1[O:8][CH3:9].[Na+:35] |f:3.4,6.7|. Procedure: Esomeprazole obtained in example 14 (54.5 g; 157.78 mmol), was dissolved in a solution of aqueous NaOH (136.24 g; 4.88% w/w) and DM water (30 ml). The solution was washed with methylene chloride twice (200 ml×2). The aqueous layer was filtered and concentrated completely under reduced pressure to yield viscous mass. Ethanol was added to the viscous mass and concentrated under reduced pressure. Thereafter, ethyl acetate was added and concentrated to dryness under reduced pressure to yield solid m...